Dataset: the Open Reaction Database (ORD), a public repository of structured organic reaction records. Task: describe an organic reaction: reactants, conditions, products, and yield Reactants: ON=C(Br)Br, O=C([O-])O, C=CCP(C)(=O)OCC, CCOC(C)=O, [Na+], O. The product is CCOP(C)(=O)CC1CC(Br)=NO1. As a reaction SMILES: [Br:15][C:16](=[N:17][OH:18])[Br:19].[C:10](=[O:11])([OH:12])[O-:13].[CH2:1]([CH:2]=[CH2:3])[P:4]([O:5][CH2:6][CH3:7])(=[O:8])[CH3:9].[CH3:20][CH2:21][O:22][C:23](=[O:24])[CH3:25].[Na+:14].[OH2:26]>>[CH2:1]([CH:2]1[CH2:3][C:16]([Br:15])=[N:17][O:18]1)[P:4]([O:5][CH2:6][CH3:7])(=[O:8])[CH3:9]. Starting materials: OCCOC1=NN(C(=C1C1=CC=C(C=C1)C)NS(=O)(=O)C1=NC=C(C=C1)C(C)C)C (N-[3-(2-hydroxyethoxy)-1-methyl-4-(4-methylphenyl)-1H-pyrazol-5-yl]-5-isopropyl-2-pyridinesulfonamide), [H-].[Na+] (sodium hydride), ClC1=NC=C(C=N1)S(=O)(=O)C (2-chloro-5-(methylsulfonyl)pyrimidine). The solvent is C1CCOC1 (THF), CC(=O)N(C)C (dimethylacetamide). Reaction conditions: time 5 minute. The product is C(C)(C)C=1C=CC(=NC1)S(=O)(=O)NC1=C(C(=NN1C)OCCOC1=NC=CC(=N1)S(=O)(=O)C)C1=CC=C(C=C1)C (5-isopropyl-N-[1-methyl-4-(4-methylphenyl)-3-(2-{[-(methylsulfonyl)-2-pyrimidinyl]oxy}ethoxy)-1H-pyrazol-5-yl]-2-pyridinesulfonamide). Yield: 40.6%. Reaction SMILES: [OH:1][CH2:2][CH2:3][O:4][C:5]1[C:9]([C:10]2[CH:15]=[CH:14][C:13]([CH3:16])=[CH:12][CH:11]=2)=[C:8]([NH:17][S:18]([C:21]2[CH:26]=[CH:25][C:24]([CH:27]([CH3:29])[CH3:28])=[CH:23][N:22]=2)(=[O:20])=[O:19])[N:7]([CH3:30])[N:6]=1.[H-].[Na+].Cl[C:34]1[N:39]=[CH:38][C:37](S(C)(=O)=O)=[CH:36][N:35]=1>C1COCC1.CC(N(C)C)=O>[CH:27]([C:24]1[CH:25]=[CH:26][C:21]([S:18]([NH:17][C:8]2[N:7]([CH3:30])[N:6]=[C:5]([O:4][CH2:3][CH2:2][O:1][C:34]3[N:35]=[C:36]([S:18]([CH3:21])(=[O:20])=[O:19])[CH:37]=[CH:38][N:39]=3)[C:9]=2[C:10]2[CH:15]=[CH:14][C:13]([CH3:16])=[CH:12][CH:11]=2)(=[O:19])=[O:20])=[N:22][CH:23]=1)([CH3:28])[CH3:29] |f:1.2|. Procedure: To a solution of N-[3-(2-hydroxyethoxy)-1-methyl-4-(4-methylphenyl)-1H-pyrazol-5-yl]-5-isopropyl-2-pyridinesulfonamide (Example 40) (112 mg) in anhydrous THF (5 ml) at 0° C. and under an atmosphere of nitrogen was added sodium hydride (60% dispersion in oil, 21.8 mg) and the mixture was stirred for 5 minutes. To the mixture was added 2-chloro-5-(methylsulfonyl)pyrimidine (50 mg) in dimethylacetamide (1 ml). After stirring for 150 min. the reaction mixture was partitioned between ethyl acetate (5... Starting materials: C([O-])([O-])=O.[Cs+].[Cs+] (cesium carbonate), ICCF (1-iodo-2-fluoroethane), C(C)(C)(C)OC(=O)N1CCC(CC1)CCC(=O)N1C[C@@H](CCC1)C(NC(CC(=O)OC)C1=CC=C(C=C1)O)=O (4-(3-{(R)-3-[1-(4-hydroxy-phenyl)-2-methoxycarbonyl-ethylcarbamoyl]-piperidin-1-yl}-3-oxo-propyl)-piperidine-1-carboxylic acid tert-butyl ester). The solvent is O1CCCC1 (tetrahydrofurane). Reaction conditions: time 60 hour. The product is FCCOC1=CC=C(C=C1)C(CC(=O)OC)NC(=O)[C@H]1CN(CCC1)C(CCC1CCN(CC1)C(=O)OC(C)(C)C)=O (tert-butyl 4-{3-[(3R)-3-({1-[4-(2-fluoroethoxy)phenyl]-3-methoxy-3-oxopropyl}carbamoyl)piperidin-1-yl]-3-oxopropyl}piperidine-1-carboxylate). Yield: 54.3%. RXN SMILES: [C:1]([O:5][C:6]([N:8]1[CH2:13][CH2:12][CH:11]([CH2:14][CH2:15][C:16]([N:18]2[CH2:23][CH2:22][CH2:21][C@@H:20]([C:24](=[O:39])[NH:25][CH:26]([C:32]3[CH:37]=[CH:36][C:35]([OH:38])=[CH:34][CH:33]=3)[CH2:27][C:28]([O:30][CH3:31])=[O:29])[CH2:19]2)=[O:17])[CH2:10][CH2:9]1)=[O:7])([CH3:4])([CH3:3])[CH3:2].C(=O)([O-])[O-].[Cs+].[Cs+].I[CH2:47][CH2:48][F:49]>O1CCCC1>[F:49][CH2:48][CH2:47][O:38][C:35]1[CH:36]=[CH:37][C:32]([CH:26]([NH:25][C:24]([C@@H:20]2[CH2:21][CH2:22][CH2:23][N:18]([C:16](=[O:17])[CH2:15][CH2:14][CH:11]3[CH2:10][CH2:9][N:8]([C:6]([O:5][C:1]([CH3:4])([CH3:2])[CH3:3])=[O:7])[CH2:13][CH2:12]3)[CH2:19]2)=[O:39])[CH2:27][C:28]([O:30][CH3:31])=[O:29])=[CH:33][CH:34]=1 |f:1.2.3|. Procedure: 150 mg (0.28 mmol) 4-(3-{(R)-3-[1-(4-hydroxy-phenyl)-2-methoxycarbonyl-ethylcarbamoyl]-piperidin-1-yl}-3-oxo-propyl)-piperidine-1-carboxylic acid tert-butyl ester were dissolved in 3 ml tetrahydrofurane. 179 mg (0.55 mmol) cesium carbonate and 91 mg (0.52 mmol) 1-iodo-2-fluoroethane were added. The mixture was stirred at room temperature for 60 hours and filtrated. The filtrate was concentrated. Chromatography over 10 g silica gel (dichloromethane ethanol 100/0-90/10) gave 90 mg (50%) tert-butyl... Reactants: CC1(C)NN(C2C3CC4CC(C3)CC2C4)C1=O, Clc1ccc(CBr)cc1. Product: CC1(C)C(=O)N(C2C3CC4CC(C3)CC2C4)N1Cc1ccc(Cl)cc1. RXN SMILES: [CH:1]12[CH:2]([N:11]3[NH:12][C:13]([CH3:16])([CH3:17])[C:14]3=[O:15])[CH:3]3[CH2:4][CH:5]([CH2:6][CH:7]([CH2:8]1)[CH2:9]3)[CH2:10]2.[Cl:18][c:19]1[cH:20][cH:21][c:22]([CH2:23][Br:24])[cH:25][cH:26]1>>[CH:1]12[CH:2]([N:11]3[N:12]([CH2:23][c:22]4[cH:21][cH:20][c:19]([Cl:18])[cH:26][cH:25]4)[C:13]([CH3:16])([CH3:17])[C:14]3=[O:15])[CH:3]3[CH2:4][CH:5]([CH2:6][CH:7]([CH2:8]1)[CH2:9]3)[CH2:10]2.